Dataset: the Open Reaction Database (ORD), a public repository of structured organic reaction records. Task: describe an organic reaction: reactants, conditions, products, and yield Starting materials: O1COC2=C1C=CC(=C2)C2(CC2)C(=O)NC2=NC(=CC=C2)Br (1-(Benzo[d][1,3]dioxol-5-yl)-N-(6-bromopyridin-2-yl)cyclopropanecarboxamide), COC1=NC=CC=C1B(O)O (2-methoxypyridin-3-ylboronic acid). Solvent: C(C)O (ethanol), aqueous solution, C([O-])([O-])=O.[K+].[K+] (potassium carbonate). Conditions: temperature 110 celsius. Yields the product O1COC2=C1C=CC(=C2)C2(CC2)C(=O)NC2=CC=CC(=N2)C=2C(=NC=CC2)OC (1-(Benzo[d][1,3]dioxol-5-yl)-N-(2′-methoxy-2,3′-bipyridin-6-yl)cyclopropanecarboxamide). Reaction SMILES: [O:1]1[C:5]2[CH:6]=[CH:7][C:8]([C:10]3([C:13]([NH:15][C:16]4[CH:21]=[CH:20][CH:19]=[C:18](Br)[N:17]=4)=[O:14])[CH2:12][CH2:11]3)=[CH:9][C:4]=2[O:3][CH2:2]1.[CH3:23][O:24][C:25]1[C:30](B(O)O)=[CH:29][CH:28]=[CH:27][N:26]=1>C(O)C.C(=O)([O-])[O-].[K+].[K+]>[O:1]1[C:5]2[CH:6]=[CH:7][C:8]([C:10]3([C:13]([NH:15][C:16]4[N:17]=[C:18]([C:30]5[C:25]([O:24][CH3:23])=[N:26][CH:27]=[CH:28][CH:29]=5)[CH:19]=[CH:20][CH:21]=4)=[O:14])[CH2:12][CH2:11]3)=[CH:9][C:4]=2[O:3][CH2:2]1 |f:3.4.5|. Procedure details: 1-(Benzo[d][1,3]dioxol-5-yl)-N-(6-bromopyridin-2-yl)cyclopropanecarboxamide (36 mg, 0.10 mmol) was dissolved in 1 mL of ethanol containing 0.12 mL of a 2 M aqueous solution of potassium carbonate, 2-methoxypyridin-3-ylboronic acid (18 mg, 0.12 mmol) and 6 mg of Fibre-Cat 1007. The reaction mixture was then heated to 110° C. for 10 minutes in a microwave reactor. The resulting material was cooled to room temperature, filtered, and purified by reverse-phase preparative liquid chromatography utiliz... Reactants: CN(C)c1ccncc1, CN(C)C=O, NC(=O)N1C(=O)Cc2cc(Cl)ccc21, Cl, O, O=C(Cl)c1cccs1. Yields the product NC(=O)N1C(=O)C(C(=O)c2cccs2)c2cc(Cl)ccc21. Reaction SMILES: [CH3:25][N:26]([c:27]1[cH:28][cH:29][n:30][cH:31][cH:32]1)[CH3:33].[CH3:34][N:35]([CH3:36])[CH:37]=[O:38].[Cl:1][c:2]1[cH:3][c:4]2[c:8]([cH:9][cH:10]1)[N:7]([C:11](=[O:12])[NH2:13])[C:6](=[O:14])[CH2:5]2.[ClH:24].[OH2:23].[c:15]1([C:20](=[O:21])[Cl:22])[cH:16][cH:17][cH:18][s:19]1>>[Cl:1][c:2]1[cH:3][c:4]2[c:8]([cH:9][cH:10]1)[N:7]([C:11](=[O:12])[NH2:13])[C:6](=[O:14])[CH:5]2[C:20]([c:15]1[cH:16][cH:17][cH:18][s:19]1)=[O:21].